Dataset: the Open Reaction Database (ORD), a public repository of structured organic reaction records. Task: describe an organic reaction: reactants, conditions, products, and yield The reactants are C1CCOC1, CC(=O)c1ccc(C)nc1, CS(C)=O, C[S+](C)C, [H-], [I-], [Na+], O. The product is Cc1ccc(C2(C)CO2)cn1. RXN SMILES: [CH2:22]1[O:23][CH2:24][CH2:25][CH2:26]1.[CH3:12][c:13]1[cH:14][cH:15][c:16]([C:19]([CH3:20])=[O:21])[cH:17][n:18]1.[CH3:1][S:2]([CH3:3])=[O:4].[CH3:8][S+:9]([CH3:10])[CH3:11].[H-:6].[I-:7].[Na+:5].[OH2:27]>>[CH3:8][C:19]1([c:16]2[cH:15][cH:14][c:13]([CH3:12])[n:18][cH:17]2)[CH2:20][O:21]1.